Task: describe an organic reaction: reactants, conditions, products, and yield. Dataset: the Open Reaction Database (ORD), a public repository of structured organic reaction records Solvent: O (water), C(C)(=O)O (acetic acid), C1=CC=CC=C1 (benzene). The product is CC1(C(CCC1=O)=O)CCC(CC)=O (2-methyl-2-(3-oxopentyl)-1,3-cyclopentanedione). Reaction SMILES: C[O:2][C:3]1[CH:9]=[CH:8]C(O)=[CH:5][CH:4]=1.C(C(CC)=O)=C.[CH3:16][CH:17]1[C:21](=[O:22])[CH2:20][CH2:19][C:18]1=[O:23].[Cl-].[Na+]>C1C=CC=CC=1.O.C(O)(=O)C>[CH3:16][C:17]1([CH2:5][CH2:4][C:3](=[O:2])[CH2:9][CH3:8])[C:21](=[O:22])[CH2:20][CH2:19][C:18]1=[O:23] |f:3.4|. Reported procedure: A total of 88 mg. of hydroquinone monomethyl ether was added to 10 ml. of ethyl vinyl ketone to stabilize the latter compound. There was then added to the above mixture 0.08 ml. of glacial acetic acid, 26 ml. of demineralized water and 11.2 g. of 2-methyl-1,3-cyclopentanedione. The resulting mixture was stirred under argon at room temperature for 15 days. An additional 9 ml. of ethyl vinyl ketone was added at the fourth day and 9.5 ml. of ethyl vinyl ketone was added at the ninth day. After 15 d... The reactants are COC1=CC=C(O)C=C1 (hydroquinone monomethyl ether), C(=C)C(=O)CC (ethyl vinyl ketone), CC1C(CCC1=O)=O (2-methyl-1,3-cyclopentanedione), above-captioned product, [Cl-].[Na+] (sodium chloride), C(=C)C(=O)CC (ethyl vinyl ketone), mixture, C(=C)C(=O)CC (ethyl vinyl ketone). Run at time 15 day. Reactants: CC(C)(C)OC(=O)NCCN, CO, CCN(C(C)C)C(C)C, CN(C(=O)c1ccc(Cl)c(-c2cnc(C(F)(F)F)cc2C#N)c1)c1ccccc1OCCC(=O)O, CN(C)C=O, On1nnc2ccccc21. Product: CN(C(=O)c1ccc(Cl)c(-c2cnc(C(F)(F)F)cc2C#N)c1)c1ccccc1OCCC(=O)NCCNC(=O)OC(C)(C)C. As a reaction SMILES: [C:36]([CH3:37])([CH3:38])([CH3:39])[O:40][C:41]([NH:42][CH2:43][CH2:44][NH2:45])=[O:46].[CH3:71][OH:72].[CH:57]([N:58]([CH2:59][CH3:60])[CH:61]([CH3:62])[CH3:63])([CH3:64])[CH3:65].[Cl:1][c:2]1[c:3](-[c:24]2[cH:25][n:26][c:27]([C:32]([F:33])([F:34])[F:35])[cH:28][c:29]2[C:30]#[N:31])[cH:4][c:5]([C:6](=[O:7])[N:8]([c:9]2[c:10]([O:11][CH2:12][CH2:13][C:14](=[O:15])[OH:16])[cH:17][cH:18][cH:19][cH:20]2)[CH3:21])[cH:22][cH:23]1.[O:66]=[CH:67][N:68]([CH3:69])[CH3:70].[OH:47][n:48]1[c:49]2[c:50]([cH:51][cH:52][cH:53][cH:54]2)[n:55][n:56]1>>[Cl:1][c:2]1[c:3](-[c:24]2[cH:25][n:26][c:27]([C:32]([F:33])([F:34])[F:35])[cH:28][c:29]2[C:30]#[N:31])[cH:4][c:5]([C:6](=[O:7])[N:8]([c:9]2[c:10]([O:11][CH2:12][CH2:13][C:14](=[O:15])[NH:45][CH2:44][CH2:43][NH:42][C:41]([O:40][C:36]([CH3:37])([CH3:38])[CH3:39])=[O:46])[cH:17][cH:18][cH:19][cH:20]2)[CH3:21])[cH:22][cH:23]1. The solvent is C(Cl)Cl (CH2Cl2). RXN SMILES: C=C.[C:3]1(=[O:10])[O:7][CH2:6][CH:5]([CH:8]=[CH2:9])[O:4]1>C(Cl)Cl>[CH2:5]=[CH2:6].[C:3]1(=[O:10])[O:7][CH2:6][CH:5]([CH:8]=[CH2:9])[O:4]1 |f:3.4|. The product is C=C.C1(OC(CO1)C=C)=O (Ethylene Vinylethylene Carbonate). The reactants are C=C (ethylene), C1(OC(CO1)C=C)=O (vinylethylene carbonate). Reported procedure: A 300 mL flame dried round bottom Schlenk flask was charged with α-diimine Pd(II) catalyst X (100 mg) in an argon filled glove box. Upon removal from the glove box, the flask was evacuated and backfilled with ethylene. The catalyst was dissolved in CH2Cl2 (50 mL) and immediately treated with vinylethylene carbonate (12 mL). The resulting orange solution was stirred at 23° C. under an ethylene atmosphere (1 atm) overnight. A small amount of polymer had precipitated out of solution. The polymeriza... Reactants: C(C)(C)(C)OC(=O)NCCNCC=1C=NC(=CC1)Cl ((tert-butoxy)-N-(2-{[(6-chloro(3-pyridyl))methyl]amino}ethyl)carboxamide), C(C)(C)N(CC)C(C)C (diisopropylethyl amine), COC1=CC=C(C=C1)CCl ((4-methoxyphenyl)methyl chloride). Solvent: C(Cl)Cl (methylene chloride), C(Cl)Cl (methylene chloride). Reaction conditions: time 18 hour. Yields the product C(C)(C)(C)OC(=O)NCCN(CC1=CC=C(C=C1)OC)CC=1C=NC(=CC1)Cl ((tert-butoxy)-N-(2-{[(6-chloro(3-pyridyl))methyl][(4-methoxyphenyl)methyl]amino}ethyl)carboxamide). The yield is 75.8%. RXN SMILES: [C:1]([O:5][C:6]([NH:8][CH2:9][CH2:10][NH:11][CH2:12][C:13]1[CH:14]=[N:15][C:16]([Cl:19])=[CH:17][CH:18]=1)=[O:7])([CH3:4])([CH3:3])[CH3:2].C(N(C(C)C)CC)(C)C.[CH3:29][O:30][C:31]1[CH:36]=[CH:35][C:34]([CH2:37]Cl)=[CH:33][CH:32]=1>C(Cl)Cl>[C:1]([O:5][C:6]([NH:8][CH2:9][CH2:10][N:11]([CH2:12][C:13]1[CH:14]=[N:15][C:16]([Cl:19])=[CH:17][CH:18]=1)[CH2:37][C:34]1[CH:35]=[CH:36][C:31]([O:30][CH3:29])=[CH:32][CH:33]=1)=[O:7])([CH3:4])([CH3:2])[CH3:3]. Procedure: A stirred solution of 1.5 grams (0.0052 mole) of (tert-butoxy)-N-(2-{[(6-chloro(3-pyridyl))methyl]amino}ethyl)carboxamide and 2.3 mL (0.013 mole) of diisopropylethyl amine in about 15 mL of methylene chloride was cooled to 0° C., and 0.7 mL (0.0052 mole) of (4-methoxyphenyl)methyl chloride in about 3 mL of methylene chloride was added dropwise. Upon completion of addition the reaction mixture was allowed to warm to ambient temperature, where it stirred during an 18 hour period. After this time, ... The reactants are CCCCCCCCBr, CCOC(=O)C1CCCCC1=O, CCOCC, CN(C)C=O, [H-], [Na+], O. The product is CCCCCCCCC1(C(=O)OCC)CCCCC1=O. As a reaction SMILES: [CH2:15]([CH2:16][CH2:17][CH2:18][CH2:19][CH2:20][CH2:21][CH3:22])[Br:23].[CH2:1]([CH3:2])[O:3][C:4](=[O:5])[CH:6]1[C:7](=[O:12])[CH2:8][CH2:9][CH2:10][CH2:11]1.[CH2:30]([O:31][CH2:32][CH3:33])[CH3:34].[CH3:25][N:26]([CH3:27])[CH:28]=[O:29].[H-:13].[Na+:14].[OH2:24]>>[CH2:1]([CH3:2])[O:3][C:4](=[O:5])[C:6]1([CH2:15][CH2:16][CH2:17][CH2:18][CH2:19][CH2:20][CH2:21][CH3:22])[C:7](=[O:12])[CH2:8][CH2:9][CH2:10][CH2:11]1. Reactants: Cc1nc(C)c(C(=O)O)o1, O=C(Cl)C(=O)Cl, ClCCl. Yields the product Cc1nc(C)c(C(=O)Cl)o1. Reaction SMILES: [CH3:1][c:2]1[o:3][c:4]([C:8](=[O:9])[OH:10])[c:5]([CH3:7])[n:6]1.[Cl:11][C:12]([C:13]([Cl:14])=[O:15])=[O:16].[Cl:17][CH2:18][Cl:19]>>[CH3:1][c:2]1[o:3][c:4]([C:8](=[O:10])[Cl:11])[c:5]([CH3:7])[n:6]1. Starting materials: C(C)(=O)OCCC1C(C(N1)=O)CC (4-[2-(acetyloxy)ethyl]-3-ethyl-2-azetidinone), C([O-])([O-])=O.[K+].[K+] (potassium carbonate), C(C)(=O)O (acetic acid). Solvent: CO (methanol). The product is C(C)C1C(NC1CCO)=O (3-ethyl-4-[2-(hydroxy)ethyl]-2-azetidinone). Reaction SMILES: C([O:4][CH2:5][CH2:6][CH:7]1[NH:10][C:9](=[O:11])[CH:8]1[CH2:12][CH3:13])(=O)C.C(=O)([O-])[O-].[K+].[K+].C(O)(=O)C>CO>[CH2:12]([CH:8]1[CH:7]([CH2:6][CH2:5][OH:4])[NH:10][C:9]1=[O:11])[CH3:13] |f:1.2.3|. Procedure details: The crude 4-[2-(acetyloxy)ethyl]-3-ethyl-2-azetidinone is stirred with 9.7 g of potassium carbonate in 880 ml of absolute methanol at room temperature for 30 minutes. The mixture is neutralized with acetic acid and then evaporated to dryness at 50° C. under vacuum. The residue is suspended in a saturated aqueous solution of sodium chloride and the mixture is extracted with four 150-ml portions of ethyl acetate. The combined organic layers are dried over MgSO4 and then evaporated to dryness yield... The reactants are S1C2=C(C=C1C=CC1=CC=C(S1)C(=O)O)C=CC=C2 (5-[2-(benzo[b]thiophen-2-yl)ethenyl]thiophene-2-carboxylic acid), S(=O)(Cl)Cl (thionyl chloride). The solvent is ClCCl (dichloromethane). Product: S1C2=C(C=C1C=CC1=CC=C(S1)C(=O)Cl)C=CC=C2 (5-[2-(benzo[b]thiophen-2-yl)ethenyl]thiophene-2-carboxylic acid chloride). The yield is 95.4%. Reaction SMILES: [S:1]1[C:5]([CH:6]=[CH:7][C:8]2[S:12][C:11]([C:13](O)=[O:14])=[CH:10][CH:9]=2)=[CH:4][C:3]2[CH:16]=[CH:17][CH:18]=[CH:19][C:2]1=2.S(Cl)([Cl:22])=O>ClCCl>[S:1]1[C:5]([CH:6]=[CH:7][C:8]2[S:12][C:11]([C:13]([Cl:22])=[O:14])=[CH:10][CH:9]=2)=[CH:4][C:3]2[CH:16]=[CH:17][CH:18]=[CH:19][C:2]1=2. Procedure: To a stirred suspension of 5-[2-(benzo[b]thiophen-2-yl)ethenyl]thiophene-2-carboxylic acid (9.11 g) and dichloromethane (900 ml) was added over 5 mins thionyl chloride (7.56 g). The mixture was refluxed overnight. The solvent was removed in vacuo to give 9.25 g of 5-[2-(benzo[b]thiophen-2-yl)ethenyl]thiophene-2-carboxylic acid chloride. The reactants are [Si](C)(C)(C(C)(C)C)OCC1(CC=2N(CCS1)C(=NN2)C2(CC2)C2=CC=C(C=C2)C=2SC=CN2)C (8-({[Tert-butyl(dimethyl)silyl]oxy}methyl)-8-methyl-3-{1-[4-(1,3-thiazol-2-yl)phenyl]cyclopropyl}-5,6,8,9-tetrahydro[1,2,4]triazolo[4,3-d][1,4]thiazepine), Cl (hydrochloric acid). Solvent: CO (methanol). Product: CC1(CC=2N(CCS1)C(=NN2)C2(CC2)C2=CC=C(C=C2)C=2SC=CN2)CO ((8-Methyl-3-{1-[4-(1,3-thiazol-2-yl)phenyl]cyclopropyl}-5,6,8,9-tetrahydro[1,2,4]triazolo[4,3-d][1,4]thiazepin-8-yl)methanol). Isolated yield 100.4%. RXN SMILES: [Si]([O:8][CH2:9][C:10]1([CH3:34])[S:16][CH2:15][CH2:14][N:13]2[C:17]([C:20]3([C:23]4[CH:28]=[CH:27][C:26]([C:29]5[S:30][CH:31]=[CH:32][N:33]=5)=[CH:25][CH:24]=4)[CH2:22][CH2:21]3)=[N:18][N:19]=[C:12]2[CH2:11]1)(C(C)(C)C)(C)C.Cl>CO>[CH3:34][C:10]1([CH2:9][OH:8])[S:16][CH2:15][CH2:14][N:13]2[C:17]([C:20]3([C:23]4[CH:24]=[CH:25][C:26]([C:29]5[S:30][CH:31]=[CH:32][N:33]=5)=[CH:27][CH:28]=4)[CH2:22][CH2:21]3)=[N:18][N:19]=[C:12]2[CH2:11]1. Procedure details: A solution of the compound (237 mg, 0.46 mmol) obtained in Example 39-1) and 4 M hydrochloric acid (1,4-dioxane solution, 1 mL) in methanol (4 mL) was stirred at room temperature for 16 h. The reaction mixture was concentrated under reduced pressure, saturated aqueous sodium hydrogencarbonate was added to the residue, the mixture was extracted with dichloromethane, and the organic layer was washed with saturated sodium chloride solution and dried with anhydrous sodium sulfate. After filtration, ...